This data is from the Open Reaction Database (ORD), a public repository of structured organic reaction records. The task is: describe an organic reaction: reactants, conditions, products, and yield Reactants: C(C)(=O)[O-].[NH4+] (ammonium acetate), C(=O)(OCC)CC1=C2CC(C(C2=CC=C1)=O)N1C(=NC(=C1)C1=CC=C(C=C1)C(=O)OCC)C(=O)OCC (ethyl 1-(4-carbethoxymethyl-1-oxoindan-2-yl)-4-(4-carbethoxyphenyl)imidazole-2-carboxylate), C(C)(=O)O (acetic acid), C(C)(=O)[O-].[NH4+] (ammonium acetate). Reaction conditions: temperature 60 celsius, time 2 hour. Yields the product C(=O)(OCC)C1=CC=C(C=C1)C=1N=C2N(C3=C(NC2=O)C=2C=CC=C(C2C3)CC(=O)OCC)C1 (ethyl 2-(4-carbethoxyphenyl)-4-oxo-4,5-dihydro-10H-imidazo[1,2-a]indeno[1,2-e]pyrazine-9-acetate). As a reaction SMILES: [C:1]([O-:4])(=[O:3])[CH3:2].[NH4+:5].[C:6]([CH2:11][C:12]1[CH:20]=[CH:19][CH:18]=[C:17]2[C:13]=1[CH2:14][CH:15]([N:22]1[CH:26]=[C:25]([C:27]3[CH:32]=[CH:31]C(C(OCC)=O)=[CH:29][CH:28]=3)[N:24]=[C:23]1[C:38]([O:40]CC)=O)[C:16]2=O)([O:8][CH2:9][CH3:10])=[O:7].[C:43](O)(=O)[CH3:44]>>[C:1]([C:2]1[CH:31]=[CH:32][C:27]([C:25]2[N:24]=[C:23]3[C:38](=[O:40])[NH:5][C:16]4[C:17]5[CH:18]=[CH:19][CH:20]=[C:12]([CH2:11][C:6]([O:8][CH2:9][CH3:10])=[O:7])[C:13]=5[CH2:14][C:15]=4[N:22]3[CH:26]=2)=[CH:28][CH:29]=1)([O:4][CH2:43][CH3:44])=[O:3] |f:0.1|. Reported procedure: 4.38 g of ammonium acetate are added to a solution of 2.9 g of ethyl 1-(4-carbethoxymethyl-1-oxoindan-2-yl)-4-(4-carbethoxyphenyl)imidazole-2-carboxylate in 25 ml of acetic acid and the mixture is stirred for 2 hours at boiling temperature and again for 2 hours after addition of 1 g of ammonium acetate. After cooling to 60° C., the insoluble matter is separated by filtration, washed 3 times with a total of 45 ml of acetic acid, 3 times with a total of 90 ml of ethyl ether and dried under reduced... Starting materials: FC1=CC=C(C=C1)C=1C=C2N(N1)CCC2 (2-(4-fluorophenyl)-5,6-dihydro-4H-pyrrolo[1,2-b]pyrazole), BrN1C(CCC1=O)=O (N-bromosuccinimide). Run in C(Cl)(Cl)Cl (chloroform), O (water). Run at time 17 hour. The product is BrC1=C2N(N=C1C1=CC=C(C=C1)F)CCC2 (3-bromo-2-(4-fluorophenyl)-5,6-dihydro-4H-pyrrolo[1,2-b]pyrazole). Reaction SMILES: [F:1][C:2]1[CH:7]=[CH:6][C:5]([C:8]2[CH:9]=[C:10]3[CH2:15][CH2:14][CH2:13][N:11]3[N:12]=2)=[CH:4][CH:3]=1.[Br:16]N1C(=O)CCC1=O>C(Cl)(Cl)Cl.O>[Br:16][C:9]1[C:8]([C:5]2[CH:4]=[CH:3][C:2]([F:1])=[CH:7][CH:6]=2)=[N:12][N:11]2[CH2:13][CH2:14][CH2:15][C:10]=12. Reported procedure: To a solution of 2-(4-fluorophenyl)-5,6-dihydro-4H-pyrrolo[1,2-b]pyrazole (44.5 g, 0.22 mol) in 600 mL chloroform is added at 0° C. N-bromosuccinimide (117 g, 0.66 mol). The mixture is stirred 17 h at RT. Thereafter, the mixture is diluted with water and extracted with dichloromethane. The combined organic phases are dried and evaporated. The obtained crude material is purified by column chromatography on silica (6 cm×40 cm, eluent dichloromethane). The obtained product is further purified by tr... The reactants are P12(=S)SP3(=S)SP(=S)(S1)SP(=S)(S2)S3 (P2S5), BrC=1C=2C3=C(C(NC3=CC1)=O)C=CC2 (6-bromobenz(cd)indol-2-one), N1=CC=CC=C1 (pyridine). Yields the product N1=CC(=CC=C1)CCCCN (4-(3-Pyridinyl)butylamine), BrC=1C=2C3=C(C(=NC3=CC1)S)C=CC2 (6-Bromobenz(cd)indol-2-thiol). As a reaction SMILES: P12(SP3(SP(SP(S3)(S1)=S)(=S)S2)=S)=[S:2].[Br:15][C:16]1[C:17]2[C:18]3[C:22](=[CH:23][CH:24]=1)[NH:21][C:20](=O)[C:19]=3[CH:26]=[CH:27][CH:28]=2.[N:29]1C=CC=CC=1>>[N:21]1[CH:28]=[CH:27][CH:26]=[C:19]([CH2:18][CH2:22][CH2:23][CH2:24][NH2:29])[CH:20]=1.[Br:15][C:16]1[C:17]2[C:18]3[C:22](=[CH:23][CH:24]=1)[N:21]=[C:20]([SH:2])[C:19]=3[CH:26]=[CH:27][CH:28]=2. Procedure details: 4-(3-Pyridinyl)butylamine was prepared by the procedure described in Helv. Chim. Acta. 65 1868-1883 (1982). 6-Bromobenz(cd)indol-2-thiol was prepared by the action of P2S5 upon 6-bromobenz(cd)indol-2-one in refluxing pyridine. Reactants: C(C(C)O)O (1,2-propanediol), N1=CC=CC=C1 (pyridine), C1(=CC=C(C=C1)S(=O)(=O)Cl)C (p-toluenesulfonyl chloride). The solvent is C(Cl)Cl (methylene chloride). Conditions: time 72 hour. Product: C1(=CC=C(C=C1)S(=O)(=O)OCC(C)O)C ((RS)-1-p-toluenesulfonyloxy-2-propanol). As a reaction SMILES: [CH2:1]([OH:5])[CH:2]([OH:4])[CH3:3].N1C=CC=CC=1.[C:12]1([CH3:22])[CH:17]=[CH:16][C:15]([S:18](Cl)(=[O:20])=[O:19])=[CH:14][CH:13]=1>C(Cl)Cl>[C:12]1([CH3:22])[CH:17]=[CH:16][C:15]([S:18]([O:5][CH2:1][CH:2]([OH:4])[CH3:3])(=[O:20])=[O:19])=[CH:14][CH:13]=1. Procedure details: In 200 ml of methylene chloride were dissolved 38 g of 1,2-propanediol and 44 g of pyridine and, then, 95 g of p-toluenesulfonyl chloride was added gradually over a period of 15 minutes. The reaction was further conducted at room temperature for 72 hours. The reaction mixture was washed twice with one volume of water each, dehydrated over anhydrous sodium sulfate, and concentrated under reduced pressure. The concentrate was crystallized from toluene-hexane (100 ml-100 ml), filtered, and dried in... Reactants: CCO, CCc1cn(C2OC(CN=[N+]=[N-])C(O)C2F)c(=O)[nH]c1=O. The product is CCc1cn(C2OC(CN)C(O)C2F)c(=O)[nH]c1=O. Reaction SMILES: [CH3:22][CH2:23][OH:24].[N:1](=[N+:2]=[N-:3])[CH2:4][CH:5]1[CH:6]([OH:21])[CH:7]([F:20])[CH:8]([n:10]2[c:11](=[O:12])[nH:13][c:14](=[O:15])[c:16]([CH2:18][CH3:19])[cH:17]2)[O:9]1>>[NH2:1][CH2:4][CH:5]1[CH:6]([OH:21])[CH:7]([F:20])[CH:8]([n:10]2[c:11](=[O:12])[nH:13][c:14](=[O:15])[c:16]([CH2:18][CH3:19])[cH:17]2)[O:9]1. The reactants are N1C(CCCC1)=O (2-Piperidinone), [H-].[Na+] (NaH), C(C=C)Br (allyl bromide). Solvent: CN(C)C=O (DMF). The product is C(C=C)N1C(CCCC1)=O (1-allyl-2-piperidinone). As a reaction SMILES: [NH:1]1[CH2:6][CH2:5][CH2:4][CH2:3][C:2]1=[O:7].[H-].[Na+].[CH2:10](Br)[CH:11]=[CH2:12]>CN(C=O)C>[CH2:12]([N:1]1[CH2:6][CH2:5][CH2:4][CH2:3][C:2]1=[O:7])[CH:11]=[CH2:10] |f:1.2|. Procedure: 2-Piperidinone is deprotonated with NaH in DMF solution and reaction with allyl bromide, and 1-allyl-2-piperidinone is obtained by distillation. Ozonolysis in MeOH solution at -78° C., followed by reductive workup with Me2S, gives the aldehyde derivative, which is reductively aminated using diethylamine hydrochloride and NaBH4 to give the title compound. Reactants: ClCCl (dichloromethane), COC(C1=CC(=C(C=C1)O)Br)=O (3-bromo-4-hydroxy-benzoic acid methyl ester), FC(C1=CC=C(C=C1)B(O)O)(F)F (4-trifluoromethylbenzene boronic acid), C([O-])(O)=O.[K+] (potassium bicarbonate). The reagents and catalysts are C1=CC=C(C=C1)P([C-]2C=CC=C2)C3=CC=CC=C3.C1=CC=C(C=C1)P([C-]2C=CC=C2)C3=CC=CC=C3.Cl[Pd]Cl.[Fe+2] ([1,1′-bis(diphenylphosphino)-ferrocene]dichloro palladium (II)). Solvent: O1CCOCC1 (dioxane), O1CCOCC1 (dioxane). Conditions: time 1 hour. Product: COC(=O)C=1C=C(C(=CC1)O)C1=CC=C(C=C1)C(F)(F)F (6-hydroxy-4′-trifluoromethyl-biphenyl-3-carboxylic acid methyl ester). The yield is 58.9%. Reaction SMILES: [CH3:1][O:2][C:3](=[O:12])[C:4]1[CH:9]=[CH:8][C:7]([OH:10])=[C:6](Br)[CH:5]=1.[F:13][C:14]([F:25])([F:24])[C:15]1[CH:20]=[CH:19][C:18](B(O)O)=[CH:17][CH:16]=1.C(=O)(O)[O-].[K+].ClCCl>O1CCOCC1.C1C=CC(P(C2C=CC=CC=2)[C-]2C=CC=C2)=CC=1.C1C=CC(P(C2C=CC=CC=2)[C-]2C=CC=C2)=CC=1.Cl[Pd]Cl.[Fe+2]>[CH3:1][O:2][C:3]([C:4]1[CH:5]=[C:6]([C:18]2[CH:19]=[CH:20][C:15]([C:14]([F:25])([F:24])[F:13])=[CH:16][CH:17]=2)[C:7]([OH:10])=[CH:8][CH:9]=1)=[O:12] |f:2.3,6.7.8.9|. Procedure details: To a solution of 3-bromo-4-hydroxy-benzoic acid methyl ester (4.50 g, 19.5 mmol) and 4-trifluoromethylbenzene boronic acid (4.07 g, 21.4 mmol) in dioxane (75 mL) was added 2 M potassium bicarbonate solution (29.2 mL, 58.4 mmol) and a second portion of dioxane (75 mL, 150 mL total volume added). This mixture was then degassed by bubbling dry nitrogen through the mixture for 5 minutes. After degassing, [1,1′-bis(diphenylphosphino)-ferrocene]dichloro palladium (II), complex 1:1 with dichloromethane... Starting materials: C(CCC)C1=NC2=C(N1CC1=CC=C(C=C1)OC(C1=CC=CC=C1)C(=O)OCC)C=CC=C2 (2-n-butyl-1-[4-[(α-ethoxycarbonyl)benzyloxy]benzyl]benzimidazole), [OH-].[Na+] (sodium hydroxide). Run in C(C)O (ethanol). The product is C(CCC)C1=NC2=C(N1CC1=CC=C(C=C1)OC(C1=CC=CC=C1)C(=O)O)C=CC=C2 (2-n-Butyl-1-[4-[(α-carboxy)benzyloxy]benzyl]-benzimidazole). As a reaction SMILES: [CH2:1]([C:5]1[N:9]([CH2:10][C:11]2[CH:16]=[CH:15][C:14]([O:17][CH:18]([C:25]([O:27]CC)=[O:26])[C:19]3[CH:24]=[CH:23][CH:22]=[CH:21][CH:20]=3)=[CH:13][CH:12]=2)[C:8]2[CH:30]=[CH:31][CH:32]=[CH:33][C:7]=2[N:6]=1)[CH2:2][CH2:3][CH3:4].[OH-].[Na+]>C(O)C>[CH2:1]([C:5]1[N:9]([CH2:10][C:11]2[CH:16]=[CH:15][C:14]([O:17][CH:18]([C:25]([OH:27])=[O:26])[C:19]3[CH:20]=[CH:21][CH:22]=[CH:23][CH:24]=3)=[CH:13][CH:12]=2)[C:8]2[CH:30]=[CH:31][CH:32]=[CH:33][C:7]=2[N:6]=1)[CH2:2][CH2:3][CH3:4] |f:1.2|. Procedure: Prepared analogously to Example 1b from 2-n-butyl-1-[4-[(α-ethoxycarbonyl)benzyloxy]benzyl]benzimidazole and 1N sodium hydroxide solution in ethanol.